This data is from the Open Reaction Database (ORD), a public repository of structured organic reaction records. The task is: describe an organic reaction: reactants, conditions, products, and yield Reactants: ClC=1C=C2C(=CNC2=CC1)CN1N=C2NC(N(C(C2=C1C=1N(C=CN1)C)=O)C)=O (2-[(5-chloro-1H-indol-3-yl)methyl]-5-methyl-3-(1-methyl-1H-imidazol-2-yl)-2H-pyrazolo[3,4-d]pyrimidine-4,6(5H,7H)-dione), BrCCC(C)C (1-bromo-3-methylbutane), C([O-])([O-])=O.[K+].[K+] (potassium carbonate). The solvent is CN(C)C=O (DMF). Product: ClC=1C=C2C(=CNC2=CC1)CN1N=C2N(C(N(C(C2=C1C=1N(C=CN1)C)=O)C)=O)CCC(C)C (2-[(5-chloro-1H-indol-3-yl)methyl]-5-methyl-7-(3-methylbutyl)-3-(1-methyl-1H-imidazol-2-yl)-2H-pyrazolo[3,4-d]pyrimidine-4,6(5H,7H)-dione). RXN SMILES: [Cl:1][C:2]1[CH:3]=[C:4]2[C:8](=[CH:9][CH:10]=1)[NH:7][CH:6]=[C:5]2[CH2:11][N:12]1[C:20]([C:21]2[N:22]([CH3:26])[CH:23]=[CH:24][N:25]=2)=[C:19]2[C:14]([NH:15][C:16](=[O:29])[N:17]([CH3:28])[C:18]2=[O:27])=[N:13]1.Br[CH2:31][CH2:32][CH:33]([CH3:35])[CH3:34].C(=O)([O-])[O-].[K+].[K+]>CN(C=O)C>[Cl:1][C:2]1[CH:3]=[C:4]2[C:8](=[CH:9][CH:10]=1)[NH:7][CH:6]=[C:5]2[CH2:11][N:12]1[C:20]([C:21]2[N:22]([CH3:26])[CH:23]=[CH:24][N:25]=2)=[C:19]2[C:14]([N:15]([CH2:31][CH2:32][CH:33]([CH3:35])[CH3:34])[C:16](=[O:29])[N:17]([CH3:28])[C:18]2=[O:27])=[N:13]1 |f:2.3.4|. Reported procedure: This compound was synthesized by the reaction of 2-[(5-chloro-1H-indol-3-yl)methyl]-5-methyl-3-(1-methyl-1H-imidazol-2-yl)-2H-pyrazolo[3,4-d]pyrimidine-4,6(5H,7H)-dione and 1-bromo-3-methylbutane using potassium carbonate as a base in DMF at 80° C. Mass: 480.16 (M+H). The reactants are C(C)(C)(C)OC(=O)N[C@H](C(=O)N[C@H](C(=O)O)CC1=CC(=C(C=C1)OCC(=O)OC)C(=O)OC)CC1=CC=CC=C1 ((2S)-2-({(2S)-2-[(tert-butoxycarbonyl)amino]-3-phenylpropanoyl}amino)-3-[3-(methoxycarbonyl)-4-(2-methoxy-2-oxoethoxy)phenyl]propanoic acid), Cl.FC1=C(C=CC(=C1)C(CN)C)C1=CC=CC=C1 (2-fluoro-β-methyl-4-biphenylethylamine hydrochloride). Product: C(C)(C)(C)OC(=O)N[C@H](C(=O)N[C@@H](CC=1C=CC(=C(C(=O)O)C1)OCC(=O)O)C(=O)NCC(C)C1=CC(=C(C=C1)C1=CC=CC=C1)F)CC1=CC=CC=C1 (5-((2S)-2-({(2S)-2-[(tert-Butoxycarbonyl)amino]-3-phenylpropanoyl}amino)-3-{[2-(2-fluoro[1,1′-biphenyl]-4-yl)propyl]amino}-3-oxopropyl)-2-(carboxymethoxy)benzoic Acid). The yield is 42.4%. RXN SMILES: [C:1]([O:5][C:6]([NH:8][C@@H:9]([CH2:34][C:35]1[CH:40]=[CH:39][CH:38]=[CH:37][CH:36]=1)[C:10]([NH:12][C@@H:13]([CH2:17][C:18]1[CH:23]=[CH:22][C:21]([O:24][CH2:25][C:26]([O:28]C)=[O:27])=[C:20]([C:30]([O:32]C)=[O:31])[CH:19]=1)[C:14](O)=[O:15])=[O:11])=[O:7])([CH3:4])([CH3:3])[CH3:2].Cl.[F:42][C:43]1[CH:48]=[C:47]([CH:49]([CH3:52])[CH2:50][NH2:51])[CH:46]=[CH:45][C:44]=1[C:53]1[CH:58]=[CH:57][CH:56]=[CH:55][CH:54]=1>>[C:1]([O:5][C:6]([NH:8][C@@H:9]([CH2:34][C:35]1[CH:36]=[CH:37][CH:38]=[CH:39][CH:40]=1)[C:10]([NH:12][C@H:13]([C:14]([NH:51][CH2:50][CH:49]([C:47]1[CH:46]=[CH:45][C:44]([C:53]2[CH:58]=[CH:57][CH:56]=[CH:55][CH:54]=2)=[C:43]([F:42])[CH:48]=1)[CH3:52])=[O:15])[CH2:17][C:18]1[CH:23]=[CH:22][C:21]([O:24][CH2:25][C:26]([OH:28])=[O:27])=[C:20]([CH:19]=1)[C:30]([OH:32])=[O:31])=[O:11])=[O:7])([CH3:2])([CH3:4])[CH3:3] |f:1.2|. Procedure: Synthesis was performed from (2S)-2-({(2S)-2-[(tert-butoxycarbonyl)amino]-3-phenylpropanoyl}amino)-3-[3-(methoxycarbonyl)-4-(2-methoxy-2-oxoethoxy)phenyl]propanoic acid (79 mg, 0.14 mmol) and 2-fluoro-β-methyl-4-biphenylethylamine hydrochloride (45 mg, 0.17 mmol) according to Method C to give the title compound (44 mg). 1H-NMR (400 MHz, CD3OD) d 7.75 (s, 1H), 4.78 (s, 1H), 4.57 (s, 1H), 4.51 (m, 1H), 4.22 (m, 1H), 3.52 (m, 1H), 3.41 (m, 1H), 3.22 (m, 1H), 3.06-2.85 (m, 4H), 2.72 (m, 1H), 1.35 (s...